Dataset: the Open Reaction Database (ORD), a public repository of structured organic reaction records. Task: describe an organic reaction: reactants, conditions, products, and yield Reactants: O=C(O)C(CO)(C(=O)O)C(=O)O, NC(N)=O, O, O=[N+]([O-])O, O=S(=O)(O)O. Yields the product O=C(O)C(CO[N+](=O)[O-])(C(=O)O)C(=O)O. As a reaction SMILES: [C:9](=[O:10])([OH:11])[C:12]([C:13](=[O:14])[OH:15])([C:16](=[O:17])[OH:18])[CH2:19][OH:20].[NH2:5][C:6](=[O:7])[NH2:8].[OH2:26].[OH:1][N+:2]([O-:3])=[O:4].[S:21](=[O:22])(=[O:23])([OH:24])[OH:25]>>[O:1]=[N+:2]([O-:3])[O:4][CH2:19][C:12]([C:9](=[O:10])[OH:11])([C:13](=[O:14])[OH:15])[C:16](=[O:17])[OH:18]. Starting materials: FC1=CC2=C(OCCN2C2=C(C=C(C#N)C=C2)OC)C=C1 (4-(6-fluoro-2H-benzo[b][1,4]oxazin-4(3 H)-yl)-3-methoxybenzonitrile), ClS(=O)(=O)O (chlorosulfonic acid). Solvent: C(Cl)Cl (DCM). Reaction conditions: temperature -78 celsius. The product is C(#N)C1=CC(=C(C=C1)N1C2=C(OCC1)C=C(C(=C2)F)S(=O)(=O)Cl)OC (4-(4-Cyano-2-Methoxyphenyl)-6-Fluoro-3,4-Dihydro-2H-Benzo[B][1,4]Oxazine-7-Sulfonyl Chloride). RXN SMILES: [F:1][C:2]1[CH:21]=[CH:20][C:5]2[O:6][CH2:7][CH2:8][N:9]([C:10]3[CH:17]=[CH:16][C:13]([C:14]#[N:15])=[CH:12][C:11]=3[O:18][CH3:19])[C:4]=2[CH:3]=1.[Cl:22][S:23](O)(=[O:25])=[O:24]>C(Cl)Cl>[C:14]([C:13]1[CH:16]=[CH:17][C:10]([N:9]2[CH2:8][CH2:7][O:6][C:5]3[CH:20]=[C:21]([S:23]([Cl:22])(=[O:25])=[O:24])[C:2]([F:1])=[CH:3][C:4]2=3)=[C:11]([O:18][CH3:19])[CH:12]=1)#[N:15]. Procedure: To a vial charged with 4-(6-fluoro-2H-benzo[b][1,4]oxazin-4(3 H)-yl)-3-methoxybenzonitrile (0.234 g, 0.823 mmol) was added DCM (3.29 ml). The resulting solution was cooled to −78° C. and chlorosulfonic acid (0.137 ml, 2.058 mmol) was added faster than dropwise. After 30 min the mixture was warmed to 0° C. and the mixture was allowed to stir and warm to rt over 3 hr. LC-MS indicated conversion to the desired product mass (M+23). The reaction mixture was added to ice carefully and EtOAc was used t... Yields the product C(CP(O)(=O)O)(P(O)(=O)O)P(O)(=O)O (ethane-1,1,2-triphosphonic acid). RXN SMILES: C(P(O)(=O)O)[CH:2]([P:8]([OH:11])(=[O:10])[OH:9])[CH2:3][P:4]([OH:7])(=[O:6])[OH:5].C[P:17](=[O:20])([OH:19])[OH:18].C(P(=O)(O)O)C.C(P(=O)(O)O)CC.C(P(=O)(O)O)CCC.C1(P(=O)(O)O)C=CC=CC=1.CC(P(O)(O)=O)(P(O)(O)=O)O.P(C(C)C(O)=O)(O)(O)=O.P(CCC(O)=O)(O)(O)=O.P(C(CC)C(O)=O)(O)(O)=O.P(CCCC(O)=O)(O)(O)=O>>[CH:2]([P:8]([OH:9])(=[O:10])[OH:11])([P:17]([OH:20])(=[O:18])[OH:19])[CH2:3][P:4]([OH:5])(=[O:6])[OH:7]. Reported procedure: ethane-2-hydroxy-1,1,2-triphosphonic acid; propane1,2,3-triphosphonic acid; methylphosphonic acid; ethylphosphonic acid; n-propylphosphonic acid, n-butylphosphonic acid; phenylphosphonic acid; ethane-1-amino-1,1-diphosphonic acid; ethane-1-hydroxy-1,1-diphosphonic acid; dodecane-1-hydroxy-1,1-diphosphonic acid; acid; 2-phosphonopropionic acid; 3-phosphonopropionic acid; 2-phosphonobutyric acid; 4-phosphonobutyric acid; amino tris (methylenephosphonic) acid; ethylenediamino-tetra (methylenephosph... Reactants: P(=O)(O)(O)CCCC(=O)O (4-phosphonobutyric acid), ethane 2-hydroxy-1,1,2-triphosphonic acid, dodecane 1-hydroxy-1,1-diphosphonic acid, C(C)P(O)(O)=O (ethylphosphonic acid), P(=O)(O)(O)CCC(=O)O (3-phosphonopropionic acid), C(CC)P(O)(O)=O (n-propylphosphonic acid), P(=O)(O)(O)C(C(=O)O)CC (2-phosphonobutyric acid), ethane 1-amino-1,1-diphosphonic acid, P(=O)(O)(O)C(C(=O)O)C (2-phosphonopropionic acid), CC(O)(P(=O)(O)O)P(=O)(O)O (ethane-1-hydroxy-1,1-diphosphonic acid), C1(=CC=CC=C1)P(O)(O)=O (phenylphosphonic acid), C(C(CP(O)(=O)O)P(O)(=O)O)P(O)(=O)O (propane1,2,3-triphosphonic acid), CP(O)(O)=O (methylphosphonic acid), C(CCC)P(O)(O)=O (n-butylphosphonic acid). Reactants: [Na+], [OH-], O=S(=O)(O)O, N#CN1CCN(c2n[nH]c3ccccc23)CC1. Product: c1ccc2c(N3CCNCC3)n[nH]c2c1. As a reaction SMILES: [Na+:19].[OH-:18].[S:20](=[O:21])(=[O:22])([OH:23])[OH:24].[nH:1]1[n:2][c:3]([N:10]2[CH2:11][CH2:12][N:13]([C:16]#[N:17])[CH2:14][CH2:15]2)[c:4]2[cH:5][cH:6][cH:7][cH:8][c:9]12>>[nH:1]1[n:2][c:3]([N:10]2[CH2:11][CH2:12][NH:13][CH2:14][CH2:15]2)[c:4]2[cH:5][cH:6][cH:7][cH:8][c:9]12. Starting materials: CN1CCN(CCCO)CC1, [H-], [Na+], O=c1[nH]c2ccc(Cn3nc(-c4cc(F)c(F)c(F)c4)ccc3=O)cc2[nH]1, CN(C)C=O. Product: CN1CCN(CCCOc2c(F)cc(-c3ccc(=O)n(Cc4ccc5[nH]c(=O)[nH]c5c4)n3)cc2F)CC1. RXN SMILES: [CH3:1][N:2]1[CH2:3][CH2:4][N:5]([CH2:8][CH2:9][CH2:10][OH:11])[CH2:6][CH2:7]1.[H-:13].[Na+:12].[O:14]=[c:15]1[cH:16][cH:17][c:18](-[c:32]2[cH:33][c:34]([F:40])[c:35]([F:39])[c:36]([F:38])[cH:37]2)[n:19][n:20]1[CH2:21][c:22]1[cH:23][c:24]2[c:25]([nH:26][c:27](=[O:29])[nH:28]2)[cH:30][cH:31]1.[O:41]=[CH:42][N:43]([CH3:44])[CH3:45]>>[CH3:1][N:2]1[CH2:3][CH2:4][N:5]([CH2:8][CH2:9][CH2:10][O:11][c:35]2[c:34]([F:40])[cH:33][c:32](-[c:18]3[cH:17][cH:16][c:15](=[O:14])[n:20]([CH2:21][c:22]4[cH:23][c:24]5[c:25]([nH:26][c:27](=[O:29])[nH:28]5)[cH:30][cH:31]4)[n:19]3)[cH:37][c:36]2[F:38])[CH2:6][CH2:7]1.